The task is: describe an organic reaction: reactants, conditions, products, and yield. This data is from the Open Reaction Database (ORD), a public repository of structured organic reaction records. Reactants: BrCCCCCBr, CCOC(C)=O, OCCCc1ccccn1. Yields the product BrCCCCCOCCCc1ccccn1. RXN SMILES: [Br:11][CH2:12][CH2:13][CH2:14][CH2:15][CH2:16][Br:17].[CH3:18][CH2:19][O:20][C:21](=[O:22])[CH3:23].[n:1]1[c:2]([CH2:7][CH2:8][CH2:9][OH:10])[cH:3][cH:4][cH:5][cH:6]1>>[n:1]1[c:2]([CH2:7][CH2:8][CH2:9][O:10][CH2:16][CH2:15][CH2:14][CH2:13][CH2:12][Br:11])[cH:3][cH:4][cH:5][cH:6]1. Starting materials: CCOCCOCCO, Cc1cc(Nc2cc3ccccc3c(Cl)n2)n[nH]1. Product: CCOCCOCCOc1nc(Nc2cc(C)[nH]n2)cc2ccccc12. RXN SMILES: [CH2:1]([CH3:2])[O:3][CH2:4][CH2:5][O:6][CH2:7][CH2:8][OH:9].[Cl:10][c:11]1[n:12][c:13]([NH:21][c:22]2[n:23][nH:24][c:25]([CH3:27])[cH:26]2)[cH:14][c:15]2[cH:16][cH:17][cH:18][cH:19][c:20]12>>[CH2:1]([CH3:2])[O:3][CH2:4][CH2:5][O:6][CH2:7][CH2:8][O:9][c:11]1[n:12][c:13]([NH:21][c:22]2[n:23][nH:24][c:25]([CH3:27])[cH:26]2)[cH:14][c:15]2[cH:16][cH:17][cH:18][cH:19][c:20]12.